Dataset: the Open Reaction Database (ORD), a public repository of structured organic reaction records. Task: describe an organic reaction: reactants, conditions, products, and yield Starting materials: [OH-].[Na+] (sodium hydroxide), COC(CCN(C1=CC=CC=C1)C(C1=CC(=CC(=C1)Cl)OCCN(C1=CC=NC=C1)C(=O)OC(C)(C)C)=O)=O (3-({3-[2-(tert-butoxycarbonyl-pyridin-4-yl-amino)-ethoxy]-5-chloro-benzoyl}-phenyl-amino)-propionic acid methyl ester), Cl (hydrochloric acid). Run in O1CCOCC1 (1,4-dioxan). The product is C(C)(C)(C)OC(=O)N(CCOC=1C=C(C(=O)N(CCC(=O)O)C2=CC=CC=C2)C=C(C1)Cl)C1=CC=NC=C1 (3-({3-[2-(tert-Butoxycarbonyl-pyridin-4-yl-amino)-ethoxy]-5-chloro-benzoyl}-phenyl-amino)-propionic acid). Yield: 92.5%. As a reaction SMILES: [OH-].[Na+].C[O:4][C:5](=[O:41])[CH2:6][CH2:7][N:8]([C:15](=[O:40])[C:16]1[CH:21]=[C:20]([Cl:22])[CH:19]=[C:18]([O:23][CH2:24][CH2:25][N:26]([C:33]([O:35][C:36]([CH3:39])([CH3:38])[CH3:37])=[O:34])[C:27]2[CH:32]=[CH:31][N:30]=[CH:29][CH:28]=2)[CH:17]=1)[C:9]1[CH:14]=[CH:13][CH:12]=[CH:11][CH:10]=1.Cl>O1CCOCC1>[C:36]([O:35][C:33]([N:26]([C:27]1[CH:28]=[CH:29][N:30]=[CH:31][CH:32]=1)[CH2:25][CH2:24][O:23][C:18]1[CH:17]=[C:16]([CH:21]=[C:20]([Cl:22])[CH:19]=1)[C:15]([N:8]([C:9]1[CH:10]=[CH:11][CH:12]=[CH:13][CH:14]=1)[CH2:7][CH2:6][C:5]([OH:41])=[O:4])=[O:40])=[O:34])([CH3:39])([CH3:37])[CH3:38] |f:0.1|. Procedure details: 2M Aqueous sodium hydroxide (2.54 ml) was added to a stirred solution of 3-({3-[2-(tert-butoxycarbonyl-pyridin-4-yl-amino)-ethoxy]-5-chloro-benzoyl}-phenyl-amino)-propionic acid methyl ester (1.22 g) in 1,4-dioxan (15 ml). 2M Aqueous hydrochloric acid (2.54 ml) was added after 16 h. The reaction mixture was evaporated and the residue partitioned between ethyl acetate and water. The aqueous layer was removed and the organic phase was dried with brine and over sodium sulphate and then concentrated... Starting materials: ice water, ClC=1C=CC2=C(SC=C2NC2=CC=NC=C2)C1 (6-Chloro-3-(4-pyridinylamino)benzo[b]thiophene), [H-].[Na+] (sodium hydride), BrCCCC (1-bromobutane). The solvent is CN(C=O)C (dimethylformamide). Reaction conditions: time 1 hour. Yields the product Cl.C(CCC)N(C=1C2=C(SC1)C=C(C=C2)Cl)C2=CC=NC=C2 (3-(Butyl-4-pyridinylamino)-6-chlorobenzo[b]thiophene hydrochloride). Isolated yield 110.2%. As a reaction SMILES: [Cl:1][C:2]1[CH:3]=[CH:4][C:5]2[C:9]([NH:10][C:11]3[CH:16]=[CH:15][N:14]=[CH:13][CH:12]=3)=[CH:8][S:7][C:6]=2[CH:17]=1.[H-].[Na+].Br[CH2:21][CH2:22][CH2:23][CH3:24]>CN(C)C=O>[ClH:1].[CH2:21]([N:10]([C:11]1[CH:16]=[CH:15][N:14]=[CH:13][CH:12]=1)[C:9]1[C:5]2[CH:4]=[CH:3][C:2]([Cl:1])=[CH:17][C:6]=2[S:7][CH:8]=1)[CH2:22][CH2:23][CH3:24] |f:1.2,5.6|. Procedure details: 6-Chloro-3-(4-pyridinylamino)benzo[b]thiophene (5 g, 19 mmol) was added portionwise as a powder to a suspension of sodium hydride (60% oil dispersion, 0.8 g, 20 mmol, washed with heptane) in 50 mL of dimethylformamide. After the anion formation was completed, 1-bromobutane (2.8 g, 20 mmol) was added. After stirring one hour, the reaction mixture was poured into ice-water and extracted with ethyl acetate. The organic extract was washed with water and saturated sodium chloride solution, and dried ... The reactants are O=C1CCCc2ccccc21, ClC(Cl)Cl, [N-]=[N+]=[N-], [Na+], O=S(=O)(O)O. The product is O=C1CCCc2ccccc2N1. As a reaction SMILES: [C:1]1(=[O:11])[CH2:2][CH2:3][CH2:4][c:5]2[cH:6][cH:7][cH:8][cH:9][c:10]21.[CH:21]([Cl:22])([Cl:23])[Cl:24].[N-:13]=[N+:14]=[N-:15].[Na+:12].[S:16](=[O:17])(=[O:18])([OH:19])[OH:20]>>[C:1]1(=[O:11])[CH2:2][CH2:3][CH2:4][c:5]2[cH:6][cH:7][cH:8][cH:9][c:10]2[NH:13]1. The reactants are C(=O)C1=CC=NN1C (5-formyl-1-methylpyrazole), C(C)(=O)O[BH-](OC(C)=O)OC(C)=O.[Na+] (sodium triacetoxyborohydride), C(C)(=O)O (acetic acid), C(CCC)OCCOC1=CC=C(C=C1)C=1C=CC2=C(C=C(CCN2)C(=O)NC2=CC=C(C=C2)[C@@H](C2=[N+](C=CC=C2)[O-])O)C1 (7-[4-(2-butoxyethoxy)phenyl]-N-[4-[(S)-hydroxy(1-oxidopyridin-2-yl)methyl]phenyl]-2,3-dihydro-1H-1-benzazepine-4-carboxamide), C(=O)C1=CC=NN1C (5-formyl-1-methylpyrazole), C(C)(=O)O[BH-](OC(C)=O)OC(C)=O.[Na+] (sodium triacetoxyborohydride), C(C)(=O)O (acetic acid). The solvent is O (water), ClCCCl (1,2-dichloroethane). Reaction conditions: time 5 day. The product is C(CCC)OCCOC1=CC=C(C=C1)C=1C=CC2=C(C=C(CCN2CC2=CC=NN2C)C(=O)NC2=CC=C(C=C2)[C@@H](C2=[N+](C=CC=C2)[O-])O)C1 (7-[4-(2-butoxyethoxy)phenyl]-N-[4-[(S)-hydroxy(1-oxidopyridin-2-yl)methyl]phenyl]-1-(1-methylpyrazol-5-ylmethyl)-2,3-dihydro-1H-1-benzazepine-4-carboxamide). The yield is 60.3%. Reaction SMILES: [CH2:1]([O:5][CH2:6][CH2:7][O:8][C:9]1[CH:14]=[CH:13][C:12]([C:15]2[CH:16]=[CH:17][C:18]3[NH:24][CH2:23][CH2:22][C:21]([C:25]([NH:27][C:28]4[CH:33]=[CH:32][C:31]([C@H:34]([OH:42])[C:35]5[CH:40]=[CH:39][CH:38]=[CH:37][N+:36]=5[O-:41])=[CH:30][CH:29]=4)=[O:26])=[CH:20][C:19]=3[CH:43]=2)=[CH:11][CH:10]=1)[CH2:2][CH2:3][CH3:4].[CH:44]([C:46]1[N:50]([CH3:51])[N:49]=[CH:48][CH:47]=1)=O.C(O[BH-](OC(=O)C)OC(=O)C)(=O)C.[Na+].C(O)(=O)C>ClCCCl.O>[CH2:1]([O:5][CH2:6][CH2:7][O:8][C:9]1[CH:10]=[CH:11][C:12]([C:15]2[CH:16]=[CH:17][C:18]3[N:24]([CH2:44][C:46]4[N:50]([CH3:51])[N:49]=[CH:48][CH:47]=4)[CH2:23][CH2:22][C:21]([C:25]([NH:27][C:28]4[CH:29]=[CH:30][C:31]([C@H:34]([OH:42])[C:35]5[CH:40]=[CH:39][CH:38]=[CH:37][N+:36]=5[O-:41])=[CH:32][CH:33]=4)=[O:26])=[CH:20][C:19]=3[CH:43]=2)=[CH:13][CH:14]=1)[CH2:2][CH2:3][CH3:4] |f:2.3|. Procedure details: To a solution of 7-[4-(2-butoxyethoxy)phenyl]-N-[4-[(S)-hydroxy(1-oxidopyridin-2-yl)methyl]phenyl]-2,3-dihydro-1H-1-benzazepine-4-carboxamide (200 mg) and 5-formyl-1-methylpyrazole (0.23 g) in 1,2-dichloroethane (10 ml) were added sodium triacetoxyborohydride (0.22 g) and acetic acid (1 droplet) at room temperature and the mixture was stirred for 5 days. To the reaction solution, 5-formyl-1-methylpyrazole (0.23 g) and sodium triacetoxyborohydride (0.22 g) and acetic acid (1 droplet) were added, ... Reactants: O=C([O-])O, c1cc2c(cn1)CCNC2, COc1cc(C)c(S(=O)(=O)N2CCCCC2COCC(=O)N2CCc3cnccc3C2)c(C)c1, CCC(C)=O, COc1cc(C)c(S(=O)(=O)N2CCCCC2COCC(=O)O)c(C)c1, C[Si](C)(C)Cl, CCOCC, ClCCl, [Na+]. Product: COc1cc(C)c(S(=O)(=O)N2CCCCC2COCC(=O)N2CCc3cnccc3C2)c(C)c1, Cl. As a reaction SMILES: [C:36](=[O:37])([O-:38])[OH:39].[CH2:26]1[c:27]2[c:28]([cH:29][n:30][cH:31][cH:32]2)[CH2:33][CH2:34][NH:35]1.[CH2:41]1[N:42]([C:51]([CH2:52][O:53][CH2:54][CH:55]2[N:56]([S:61](=[O:62])(=[O:63])[c:64]3[c:65]([CH3:73])[cH:66][c:67]([O:71][CH3:72])[cH:68][c:69]3[CH3:70])[CH2:57][CH2:58][CH2:59][CH2:60]2)=[O:74])[CH2:43][CH2:44][c:45]2[cH:46][n:47][cH:48][cH:49][c:50]21.[CH2:83]([C:84]([CH3:85])=[O:86])[CH3:87].[CH3:1][O:2][c:3]1[cH:4][c:5]([CH3:6])[c:7]([S:8]([N:9]2[CH2:10][CH2:11][CH2:12][CH2:13][CH:14]2[CH2:15][O:16][CH2:17][C:18]([OH:19])=[O:20])(=[O:21])=[O:22])[c:23]([CH3:24])[cH:25]1.[CH3:75][Si:76]([Cl:77])([CH3:78])[CH3:79].[CH3:88][CH2:89][O:90][CH2:91][CH3:92].[Cl:80][CH2:81][Cl:82].[Na+:40]>>[CH2:41]1[N:42]([C:51]([CH2:52][O:53][CH2:54][CH:55]2[N:56]([S:61](=[O:62])(=[O:63])[c:64]3[c:65]([CH3:73])[cH:66][c:67]([O:71][CH3:72])[cH:68][c:69]3[CH3:70])[CH2:57][CH2:58][CH2:59][CH2:60]2)=[O:74])[CH2:43][CH2:44][c:45]2[cH:46][n:47][cH:48][cH:49][c:50]21.[ClH:77].